From a dataset of the Open Reaction Database (ORD), a public repository of structured organic reaction records. describe an organic reaction: reactants, conditions, products, and yield Reactants: O=C(O)c1cc(Br)cc(Br)c1, ClP(Cl)(Cl)(Cl)Cl. The product is O=C(O)c1cc(Br)cc(Br)c1, [Cl-]. Reaction SMILES: [Br:1][c:2]1[cH:3][c:4]([C:5](=[O:6])[OH:7])[cH:8][c:9]([Br:11])[cH:10]1.[Cl:12][P:13]([Cl:14])([Cl:15])([Cl:16])[Cl:17]>>[Br:1][c:2]1[cH:3][c:4]([C:5](=[O:6])[OH:7])[cH:8][c:9]([Br:11])[cH:10]1.[Cl-:12]. Procedure: A mixture of thieno[2,3-c]pyridine (7 g; 0.052 mole), 1-bromododecane (13 g; 0.052 mole) and acetonitrile (100 cc) is refluxed during 4 hours. The solution is then concentrated in vacuo and the residue is triturated with ether to give, after filtration and drying, 12 g (Yield: 60%; m.p. = 95-100° C) 6-dodecyl-thieno[2,3-c]pyridinium bromide (derivative of the formula (IV)). The reactants are S1C=CC=2C1=CN=CC2 (thieno[2,3-c]pyridine), BrCCCCCCCCCCCC (1-bromododecane). Run in C(C)#N (acetonitrile). The yield is 60.0%. Reaction SMILES: [S:1]1[C:5]2=[CH:6][N:7]=[CH:8][CH:9]=[C:4]2[CH:3]=[CH:2]1.[Br:10][CH2:11][CH2:12][CH2:13][CH2:14][CH2:15][CH2:16][CH2:17][CH2:18][CH2:19][CH2:20][CH2:21][CH3:22]>C(#N)C>[Br-:10].[CH2:22]([N+:7]1[CH:6]=[C:5]2[S:1][CH:2]=[CH:3][C:4]2=[CH:9][CH:8]=1)[CH2:21][CH2:20][CH2:19][CH2:18][CH2:17][CH2:16][CH2:15][CH2:14][CH2:13][CH2:12][CH3:11] |f:3.4|. Product: [Br-].C(CCCCCCCCCCC)[N+]=1C=C2C(=CC1)C=CS2 (6-dodecyl-thieno[2,3-c]pyridinium bromide). Reactants: COC=1C(=C2C(=CC=NC2=C(C1)[N+](=O)[O-])C)OCCCCCC=1SC=CC1 (6-methoxy-4-methyl-8-nitro-5-[5-(thienyl) pentoxy] quinoline), O(CCCC)CCCC (Bu2O), O (H2O). Reagents/catalysts: [Fe] (Fe). Solvent: CC(=O)O (HOAc). Yields the product NC=1C=C(C(=C2C(=CC=NC12)C)OCCCCCC=1SC=CC1)OC (8-amino-6-methoxy-4-methyl-5-[5-(2-thienyl)pentoxy] quinoline). Reaction SMILES: [CH3:1][O:2][C:3]1[C:4]([O:17][CH2:18][CH2:19][CH2:20][CH2:21][CH2:22][C:23]2[S:24][CH:25]=[CH:26][CH:27]=2)=[C:5]2[C:10](=[C:11]([N+:13]([O-])=O)[CH:12]=1)[N:9]=[CH:8][CH:7]=[C:6]2[CH3:16].O(CCCC)CCCC.O>[Fe].CC(O)=O>[NH2:13][C:11]1[CH:12]=[C:3]([O:2][CH3:1])[C:4]([O:17][CH2:18][CH2:19][CH2:20][CH2:21][CH2:22][C:23]2[S:24][CH:25]=[CH:26][CH:27]=2)=[C:5]2[C:10]=1[N:9]=[CH:8][CH:7]=[C:6]2[CH3:16]. Reported procedure: A mechanically stirred mixture of 6-methoxy-4-methyl-8-nitro-5-[5-(thienyl) pentoxy] quinoline (5.50 g, 0.014 mol), Fe-filings (6 g), Bu2O (15 ml), H2O (50 ml) and HOAc (1.5 ml) was heated at 105°-110° C. for 2.5 h, allowed to cool and filtered. The residue was well washed with Et2O (200 ml) and the filtrate and the washings were combined. The organic layer was separated and the aqueous layer was extracted with Et2O (2×75 ml). The combined organic layers were washed with saturated NaCl solution ... The reactants are BrC=1C(=C2C(=NC1)NC(=N2)C2=CC=C(C=C2)N(C)C)N2CCN(CC2)C(=O)NC2=CC=CC=C2 (4-(6-bromo-2-(4-(dimethylamino)phenyl)-3H-imidazo[4,5-b]pyridin-7-yl)-N-phenylpiperazine-1-carboxamide), N1(N=CC=C1)CC1=CC=C(C=O)C=C1 (4-(1H-pyrazol-1-ylmethyl)benzaldehyde), ClC=1C(=C(C(=NC1)N)[N+](=O)[O-])N1CCN(CC1)CC=1C=NC=CC1 (5-chloro-3-nitro-4-(4-(pyridin-3-ylmethyl)piperazin-1-yl)pyridin-2-amine), [O-]S(=O)S(=O)[O-].[Na+].[Na+] (Na2S2O4). The solvent is C(C)O (ethanol), CN(C)C=O (DMF). Run at time 6 hour. Product: N1(N=CC=C1)CC1=CC=C(C=C1)C1=NC=2C(=NC=C(C2N2CCN(CC2)CC=2C=NC=CC2)Cl)N1 (2-(4-((1H-Pyrazol-1-yl)methyl)phenyl)-6-chloro-7-(4-(pyridin-3-ylmethyl)piperazin-1-yl)-3H-imidazo[4,5-b]pyridine). The yield is 28.6%. As a reaction SMILES: BrC1C(N2CCN(C(NC3C=CC=CC=3)=O)CC2)=C2N=C(C3C=CC(N(C)C)=CC=3)NC2=NC=1.[Cl:35][C:36]1[C:37]([N:46]2[CH2:51][CH2:50][N:49]([CH2:52][C:53]3[CH:54]=[N:55][CH:56]=[CH:57][CH:58]=3)[CH2:48][CH2:47]2)=[C:38]([N+:43]([O-])=O)[C:39]([NH2:42])=[N:40][CH:41]=1.[O-]S(S([O-])=O)=O.[Na+].[Na+].[N:67]1([CH2:72][C:73]2[CH:80]=[CH:79][C:76]([CH:77]=O)=[CH:75][CH:74]=2)[CH:71]=[CH:70][CH:69]=[N:68]1>C(O)C.CN(C=O)C>[N:67]1([CH2:72][C:73]2[CH:80]=[CH:79][C:76]([C:77]3[NH:42][C:39]4=[N:40][CH:41]=[C:36]([Cl:35])[C:37]([N:46]5[CH2:51][CH2:50][N:49]([CH2:52][C:53]6[CH:54]=[N:55][CH:56]=[CH:57][CH:58]=6)[CH2:48][CH2:47]5)=[C:38]4[N:43]=3)=[CH:75][CH:74]=2)[CH:71]=[CH:70][CH:69]=[N:68]1 |f:2.3.4|. Reported procedure: This was prepared using the same procedure as for 4-(6-bromo-2-(4-(dimethylamino)phenyl)-3H-imidazo[4,5-b]pyridin-7-yl)-N-phenylpiperazine-1-carboxamide, but here using 5-chloro-3-nitro-4-(4-(pyridin-3-ylmethyl)piperazin-1-yl)pyridin-2-amine (12.5 mg, 0.036 mmol), DMF (0.10 mL), ethanol (0.70 mL), 1M Na2S2O4 (3 eq, 0.11 mmol, 0.11 mL) and 4-(1H-pyrazol-1-ylmethyl)benzaldehyde (1.1 eq, 0.039 mmol, 8 mg). After 6 h, concentration in vacuo and purification by preparative tlc (CH2Cl2-MeOH, 9:1) gave... The reactants are NC1=CC=C(C=C1)N1C(N(C(C1(C)C)=O)C1=CC(=C(C#N)C=C1)C(F)(F)F)=S (4-[3-(4-aminophenyl)-4,4-dimethyl-5-oxo-2-thioxoimidazolidin-1-yl]-2-trifluoromethylbenzonitrile), CS(=O)(=O)Cl (methanesulfonyl chloride), N1=CC=CC=C1 (pyridine). Solvent: ClCCl (dichloromethane). Reaction conditions: time 15 hour. The product is C(#N)C1=C(C=C(C=C1)N1C(N(C(C1=O)(C)C)C1=CC=C(C=C1)NS(=O)(=O)C)=S)C(F)(F)F (N-{4-[3-(4-cyano-3-trifluoromethyl-phenyl)-5,5-dimethyl-4-oxo-2-thioxo-imidazolidin-1-yl]phenyl}methanesulfonamide). Isolated yield 36.0%. As a reaction SMILES: [NH2:1][C:2]1[CH:7]=[CH:6][C:5]([N:8]2[C:12]([CH3:14])([CH3:13])[C:11](=[O:15])[N:10]([C:16]3[CH:23]=[CH:22][C:19]([C:20]#[N:21])=[C:18]([C:24]([F:27])([F:26])[F:25])[CH:17]=3)[C:9]2=[S:28])=[CH:4][CH:3]=1.[CH3:29][S:30](Cl)(=[O:32])=[O:31].N1C=CC=CC=1>ClCCl>[C:20]([C:19]1[CH:22]=[CH:23][C:16]([N:10]2[C:11](=[O:15])[C:12]([CH3:14])([CH3:13])[N:8]([C:5]3[CH:4]=[CH:3][C:2]([NH:1][S:30]([CH3:29])(=[O:32])=[O:31])=[CH:7][CH:6]=3)[C:9]2=[S:28])=[CH:17][C:18]=1[C:24]([F:26])([F:27])[F:25])#[N:21]. Procedure: A mixture of 4-[3-(4-aminophenyl)-4,4-dimethyl-5-oxo-2-thioxoimidazolidin-1-yl]-2-trifluoromethylbenzonitrile (2d) (0.02 g, 0.05 mmol), methanesulfonyl chloride (0.009 g, 0.075 mmol) and pyridine (0.006 g, 0.075 mmol) in dichloromethane (1 ml) was stirred at room temperature for 15 hours. The medium was washed with water (2 ml) and extracted with ethyl acetate (5 ml). The organic layer was dried over MgSO4, concentrated and chromatographed (HPLC, alumina column) to yield N-{4-[3-(4-cyano-3-trifl... The reactants are step-ii, CC1=NN(C(=C1B1OC(C(O1)(C)C)(C)C)C)CC1=CC(=CC=C1)[N+](=O)[O-] (3,5-dimethyl-1-(3-nitrobenzyl)-4-(4,4,5,5-tetramethyl-1,3,2-dioxaborolan-2-yl)-1H-pyrazole), IC1=CN(C2=NC=C(C=C21)C2=CC=C(C=C2)N2CCN(CC2)C(=O)OC(C)(C)C)S(=O)(=O)C2=CC=C(C)C=C2 (tert-butyl 4-(4-(3-iodo-1-tosyl-1H-pyrrolo[2,3-b]pyridin-5-yl)phenyl)piperazine-1-carboxylate), C([O-])([O-])=O.[Na+].[Na+] (sodium carbonate), intermediate 1, IC1=CN(C2=NC=C(C=C21)C2=CC=C(C=C2)N2CCN(CC2)C(=O)OC(C)(C)C)S(=O)(=O)C2=CC=C(C)C=C2 (tert-butyl 4-(4-(3-iodo-1-tosyl-1H-pyrrolo[2,3-b]pyridin-5-yl)phenyl)piperazine-1-carboxylate), CC1=NN(C(=C1B1OC(C(O1)(C)C)(C)C)C)CC1=CC(=CC=C1)[N+](=O)[O-] (3,5-dimethyl-1-(3-nitrobenzyl)-4-(4,4,5,5-tetramethyl-1,3,2-dioxaborolan-2-yl)-1H-pyrazole). The reagents and catalysts are C1=CC=C(C=C1)P([C-]2C=CC=C2)C3=CC=CC=C3.C1=CC=C(C=C1)P([C-]2C=CC=C2)C3=CC=CC=C3.Cl[Pd]Cl.[Fe+2] (PdCl2(dppf)). The solvent is C1(=CC=CC=C1)C.C(C)O.O (toluene ethanol water). Product: CC1=NN(C(=C1C1=CN(C2=NC=C(C=C21)C2=CC=C(C=C2)N2CCN(CC2)C(=O)OC(C)(C)C)S(=O)(=O)C2=CC=C(C)C=C2)C)CC2=CC(=CC=C2)[N+](=O)[O-] (tert-butyl 4-(4-(3-(3,5-dimethyl-1-(3-nitrobenzyl)-1H-pyrazol-4-yl)-1-tosyl-1H-pyrrolo[2,3-b]pyridin-5-yl)phenyl)piperazine-1-carboxylate). Isolated yield 43.8%. Reaction SMILES: I[C:2]1[C:10]2[C:5](=[N:6][CH:7]=[C:8]([C:11]3[CH:16]=[CH:15][C:14]([N:17]4[CH2:22][CH2:21][N:20]([C:23]([O:25][C:26]([CH3:29])([CH3:28])[CH3:27])=[O:24])[CH2:19][CH2:18]4)=[CH:13][CH:12]=3)[CH:9]=2)[N:4]([S:30]([C:33]2[CH:39]=[CH:38][C:36]([CH3:37])=[CH:35][CH:34]=2)(=[O:32])=[O:31])[CH:3]=1.[CH3:40][C:41]1[C:45](B2OC(C)(C)C(C)(C)O2)=[C:44]([CH3:55])[N:43]([CH2:56][C:57]2[CH:62]=[CH:61][CH:60]=[C:59]([N+:63]([O-:65])=[O:64])[CH:58]=2)[N:42]=1.C(=O)([O-])[O-].[Na+].[Na+]>C1C=CC(P(C2C=CC=CC=2)[C-]2C=CC=C2)=CC=1.C1C=CC(P(C2C=CC=CC=2)[C-]2C=CC=C2)=CC=1.Cl[Pd]Cl.[Fe+2].C1(C)C=CC=CC=1.C(O)C.O>[CH3:40][C:41]1[C:45]([C:2]2[C:10]3[C:5](=[N:6][CH:7]=[C:8]([C:11]4[CH:16]=[CH:15][C:14]([N:17]5[CH2:22][CH2:21][N:20]([C:23]([O:25][C:26]([CH3:29])([CH3:28])[CH3:27])=[O:24])[CH2:19][CH2:18]5)=[CH:13][CH:12]=4)[CH:9]=3)[N:4]([S:30]([C:33]3[CH:39]=[CH:38][C:36]([CH3:37])=[CH:35][CH:34]=3)(=[O:32])=[O:31])[CH:3]=2)=[C:44]([CH3:55])[N:43]([CH2:56][C:57]2[CH:62]=[CH:61][CH:60]=[C:59]([N+:63]([O-:65])=[O:64])[CH:58]=2)[N:42]=1 |f:2.3.4,5.6.7.8,9.10.11|. Procedure: Using similar reaction conditions as described in step-ii of intermediate 1, tert-butyl 4-(4-(3-iodo-1-tosyl-1H-pyrrolo[2,3-b]pyridin-5-yl)phenyl)piperazine-1-carboxylate (intermediate 41) (400 mg, 0.6 mmol) was coupled with 3,5-dimethyl-1-(3-nitrobenzyl)-4-(4,4,5,5-tetramethyl-1,3,2-dioxaborolan-2-yl)-1H-pyrazole (intermediate 56) (240 mg, 0.66 mmol) in sodium carbonate (196 mg, 1 mmol), PdCl2(dppf) (22 mg, 0.03 mmol), toluene/ethanol/water (2/2/2 ml) to give 200 mg (43% yield) of titled compou... Reactants: [Si](C)(C)(C(C)(C)C)OC=1C=CC(=C(N)C1)N1C(C=2C(C1=O)=CC=CC2)=O (5-(tert-Butyldimethylsilyloxy)-2-phthalimidoaniline), C(Cl)Cl.CO.[OH-].[NH4+] (methylene chloride methanol ammonium hydroxide), N1=CC=C(C=C1)N1CCC(CC1)C(=O)O (1-(4-Pyridyl)piperidine-4-carboxylic acid), S(=O)(Cl)Cl (thionyl chloride). Run in N1=CC=CC=C1 (pyridine), C(Cl)Cl (methylene chloride), C(Cl)Cl (methylene chloride), C(Cl)Cl (methylene chloride). Run at time 45 minute. Yields the product [Si](C)(C)(C(C)(C)C)OC=1C=CC(=C(NC(=O)C2CCN(CC2)C2=CC=NC=C2)C1)N1C(C=2C(C1=O)=CC=CC2)=O (5-tert-Butyldimethylsilyloxy-2-(phthalimido)-N-[1-(4-pyridyl)piperidin-4-ylcarbonyl]aniline). Isolated yield 76.1%. RXN SMILES: [N:1]1[CH:6]=[CH:5][C:4]([N:7]2[CH2:12][CH2:11][CH:10]([C:13]([OH:15])=O)[CH2:9][CH2:8]2)=[CH:3][CH:2]=1.S(Cl)(Cl)=O.[Si:20]([O:27][C:28]1[CH:29]=[CH:30][C:31]([N:35]2[C:39](=[O:40])[C:38]3=[CH:41][CH:42]=[CH:43][CH:44]=[C:37]3[C:36]2=[O:45])=[C:32]([CH:34]=1)[NH2:33])([C:23]([CH3:26])([CH3:25])[CH3:24])([CH3:22])[CH3:21].C(Cl)Cl.CO.[OH-].[NH4+]>C(Cl)Cl.N1C=CC=CC=1>[Si:20]([O:27][C:28]1[CH:29]=[CH:30][C:31]([N:35]2[C:36](=[O:45])[C:37]3=[CH:44][CH:43]=[CH:42][CH:41]=[C:38]3[C:39]2=[O:40])=[C:32]([CH:34]=1)[NH:33][C:13]([CH:10]1[CH2:9][CH2:8][N:7]([C:4]2[CH:3]=[CH:2][N:1]=[CH:6][CH:5]=2)[CH2:12][CH2:11]1)=[O:15])([C:23]([CH3:26])([CH3:25])[CH3:24])([CH3:22])[CH3:21] |f:3.4.5.6|. Procedure details: 1-(4-Pyridyl)piperidine-4-carboxylic acid (176 mg, 0.85 mmol) and thionyl chloride (93 mL, 1.28 mmol) in 5 mL methylene chloride were heated under reflux for 2 h. The mixture was allowed to cool, concentrated in vacuo to a white foam and dried under vacuum. The foam was suspended in dry methylene chloride (5 mL) then added were 5-tert-butyldimethylsilyloxy-2-(phthalimido)aniline (314 mg; 0.85 mmol)(see Example 167, step C, above) as a solution in 5 mL methylene chloride and 1 mL pyridine in seve... Reactants: CCOC(=O)c1cc(C)c(C=C2C(=O)Nc3ccc(Cl)cc32)[nH]1, CO, CCO, [K+], [OH-]. Yields the product Cc1cc(C(=O)O)[nH]c1C=C1C(=O)Nc2ccc(Cl)cc21. Reaction SMILES: [CH2:1]([CH3:2])[O:3][C:4](=[O:5])[c:6]1[nH:7][c:8]([CH:12]=[C:13]2[C:14](=[O:23])[NH:15][c:16]3[cH:17][cH:18][c:19]([Cl:22])[cH:20][c:21]32)[c:9]([CH3:11])[cH:10]1.[CH3:26][OH:27].[CH3:28][CH2:29][OH:30].[K+:25].[OH-:24]>>[O:3]=[C:4]([OH:5])[c:6]1[nH:7][c:8]([CH:12]=[C:13]2[C:14](=[O:23])[NH:15][c:16]3[cH:17][cH:18][c:19]([Cl:22])[cH:20][c:21]32)[c:9]([CH3:11])[cH:10]1.